Dataset: the Open Reaction Database (ORD), a public repository of structured organic reaction records. Task: describe an organic reaction: reactants, conditions, products, and yield Starting materials: Cl.O1CCOCC1 (hydrogen chloride 1,4-dioxane), C(C)(C)(C)OC(=O)NC[C@@H]1CC[C@H](CC1)C(=O)NC([C@@H](N)CC1=CC=CC=C1)=O (N-[trans-4-(t-butoxycarbonylaminomethyl)cyclohexylcarbonyl]-L-phenylalanine amide). Run in CCCCCC (Hexane). Conditions: time 30 minute. Product: N[C@@H](CC1=CC=CC=C1)C(=O)O (L-phenylalanine). Reaction SMILES: Cl.[O:2]1CCOCC1.C(OC(NC[C@H]1CC[C@H](C(N[C:26](=[O:36])[C@H:27]([CH2:29][C:30]2[CH:35]=[CH:34][CH:33]=[CH:32][CH:31]=2)[NH2:28])=O)CC1)=O)(C)(C)C>CCCCCC>[NH2:28][C@H:27]([C:26]([OH:36])=[O:2])[CH2:29][C:30]1[CH:31]=[CH:32][CH:33]=[CH:34][CH:35]=1 |f:0.1|. Procedure: After evaporation of the solvent, the residue was extracted with ethyl acetate, washed with water, and dried over sodium sulfate. After evaporation of the solvent, a white powder of N-(t-butoxycarbonyl)-L-phenylalanine 4-cis/trans-methylcyclohexylamide (I) (0.5 g) was obtained. After confirmation by NMR and IR, 4N hydrogen chloride/1,4-dioxane solution (5 ml) was added to the above compound (I) (0.5 g) under ice-cooling, and the mixture was stirred at room temperature for 30 minutes. Hexane (20 ... Reactants: CS(=O)(=O)Cl, Cl, CCCCOC(=O)c1ccc(N2CCNCC2)cc1, c1ccncc1. Product: CCCCOC(=O)c1ccc(N2CCN(S(C)(=O)=O)CC2)cc1. As a reaction SMILES: [CH3:21][S:22]([Cl:23])(=[O:24])=[O:25].[ClH:1].[N:2]1([c:8]2[cH:9][cH:10][c:11]([C:12](=[O:13])[O:14][CH2:15][CH2:16][CH2:17][CH3:18])[cH:19][cH:20]2)[CH2:3][CH2:4][NH:5][CH2:6][CH2:7]1.[cH:26]1[cH:27][cH:28][n:29][cH:30][cH:31]1>>[N:2]1([c:8]2[cH:9][cH:10][c:11]([C:12](=[O:13])[O:14][CH2:15][CH2:16][CH2:17][CH3:18])[cH:19][cH:20]2)[CH2:3][CH2:4][N:5]([S:22]([CH3:21])(=[O:24])=[O:25])[CH2:6][CH2:7]1. Starting materials: BrC=1C2=CC=CC=C2C(=C2C=CC=CC12)Br (9,10-dibromoanthracene), 3L, C1=CC=CC=C1 (benzene), C1(=CC=CC=C1)OB(O)O (phenyl boric acid), OO (H2O2). The reagents and catalysts are C=1C=CC(=CC1)[P](C=2C=CC=CC2)(C=3C=CC=CC3)[Pd]([P](C=4C=CC=CC4)(C=5C=CC=CC5)C=6C=CC=CC6)([P](C=7C=CC=CC7)(C=8C=CC=CC8)C=9C=CC=CC9)[P](C=1C=CC=CC1)(C=1C=CC=CC1)C=1C=CC=CC1 (Pd(PPh3)4). Solvent: C(C)O (ethanol). Product: C1(=CC=CC=C1)C=1C2=CC=CC=C2C(=C2C=CC=CC12)C1=CC=CC=C1 (9,10-diphenylanthracene). Yield: 75.5%. Reaction SMILES: Br[C:2]1[C:3]2[C:8]([C:9](Br)=[C:10]3[C:15]=1[CH:14]=[CH:13][CH:12]=[CH:11]3)=[CH:7][CH:6]=[CH:5][CH:4]=2.[CH:17]1[CH:22]=[CH:21][CH:20]=[CH:19][CH:18]=1.[C:23]1(OB(O)O)[CH:28]=[CH:27][CH:26]=[CH:25][CH:24]=1.OO>C1C=CC([P]([Pd]([P](C2C=CC=CC=2)(C2C=CC=CC=2)C2C=CC=CC=2)([P](C2C=CC=CC=2)(C2C=CC=CC=2)C2C=CC=CC=2)[P](C2C=CC=CC=2)(C2C=CC=CC=2)C2C=CC=CC=2)(C2C=CC=CC=2)C2C=CC=CC=2)=CC=1.C(O)C>[C:17]1([C:2]2[C:3]3[C:8]([C:9]([C:23]4[CH:28]=[CH:27][CH:26]=[CH:25][CH:24]=4)=[C:10]4[C:15]=2[CH:14]=[CH:13][CH:12]=[CH:11]4)=[CH:7][CH:6]=[CH:5][CH:4]=3)[CH:22]=[CH:21][CH:20]=[CH:19][CH:18]=1 |^1:38,40,59,78|. Procedure details: To a mixed solution of 286.6 g (0.85 mol) of 9,10-dibromoanthracene, 29.9 g (0.0255 mol) of Pd(PPh3)4 and 3L of benzene was added 1.5L of 2M Na2CO3aq and 1.2 L of ethanol solution of 228.6 g (1.87 mol) of phenyl boric acid, followed by refluxing for 6 hours. To the reaction solution was added 200 mL of 30% H2O2 to terminate the reaction, and an organic layer was recovered. The organic layer was washed with water and dehydrated by anhydrous magnesium sulfate, followed by filtration and concentrat... The reactants are IC1=CN(C2=CC=C(C=C12)C(=O)NN)S(=O)(=O)C1=CC=C(C)C=C1 (3-iodo-1-tosyl-1H-indole-5-carbohydrazide), C(C)N(C(C)C)C(C)C (N-ethyl-N-isopropylpropan-2-amine), C1=CN(C=N1)C(=O)N2C=CN=C2 (CDI). Solvent: CN(C)C=O (DMF). Run at time 30 minute. Yields the product IC1=CN(C2=CC=C(C=C12)C1=NNC(O1)=O)S(=O)(=O)C1=CC=C(C)C=C1 (5-(3-iodo-1-tosyl-1H-indol-5-yl)-1,3,4-oxadiazol-2(3H)-one). Isolated yield 80.5%. Reaction SMILES: [I:1][C:2]1[C:10]2[C:5](=[CH:6][CH:7]=[C:8]([C:11]([NH:13][NH2:14])=[O:12])[CH:9]=2)[N:4]([S:15]([C:18]2[CH:24]=[CH:23][C:21]([CH3:22])=[CH:20][CH:19]=2)(=[O:17])=[O:16])[CH:3]=1.C(N(C(C)C)C(C)C)C.C1N=CN([C:39](N2C=NC=C2)=[O:40])C=1>CN(C=O)C>[I:1][C:2]1[C:10]2[C:5](=[CH:6][CH:7]=[C:8]([C:11]3[O:12][C:39](=[O:40])[NH:14][N:13]=3)[CH:9]=2)[N:4]([S:15]([C:18]2[CH:24]=[CH:23][C:21]([CH3:22])=[CH:20][CH:19]=2)(=[O:16])=[O:17])[CH:3]=1. Procedure details: To a solution of 3-iodo-1-tosyl-1H-indole-5-carbohydrazide (2.00 g, 4.39 mmol) in DMF (10 mL) at RT was added N-ethyl-N-isopropylpropan-2-amine (1.68 mL, 9.66 mmol) and CDI (0.784 g, 4.83 mmol). The reaction was stirred at RT for 30 min, followed by 65° C. in an oil bath for 15 min. It was concentrated under reduced pressure and the residue was purified by flash chromatography on silica gel (eluted with 20-70% EtOAc in Hex) to afford 5-(3-iodo-1-tosyl-1H-indol-5-yl)-1,3,4-oxadiazol-2(3H)-one (1.... The reactants are C(#C)C1=NN2C(N=C(C(=C2)C2=CC=CC=C2)C2=CC=C(C=C2)CN2CCC(CC2)C2=NNC(=N2)C2=NC=CC=C2)=N1 (2-Ethynyl-6-phenyl-5-(4-{[4-(5-pyridin-2-yl-1H-1,2,4-triazol-3-yl)piperidin-1-yl]methyl}phenyl)[1,2,4]triazolo[1,5-a]pyrimidine), C[O-].[Na+] (sodium methoxide). The solvent is O (water), ClCCl (dichloromethane), CO (methanol). Run at temperature 55 celsius. The product is COC1=NN2C(N=C(C(=C2)C2=CC=CC=C2)C2=CC=C(C=C2)CN2CCC(CC2)C2=NNC(=N2)C2=NC=CC=C2)=N1 (2-Methoxy-6-phenyl-5-(4-{[4-(5-pyridin-2-yl-1H-1,2,4-triazol-3-yl)piperidin-1-yl]methyl}phenyl)[1,2,4]triazolo[1,5-a]pyrimidine). Reaction SMILES: C([C:3]1[N:41]=[C:6]2[N:7]=[C:8]([C:17]3[CH:22]=[CH:21][C:20]([CH2:23][N:24]4[CH2:29][CH2:28][CH:27]([C:30]5[N:34]=[C:33]([C:35]6[CH:40]=[CH:39][CH:38]=[CH:37][N:36]=6)[NH:32][N:31]=5)[CH2:26][CH2:25]4)=[CH:19][CH:18]=3)[C:9]([C:11]3[CH:16]=[CH:15][CH:14]=[CH:13][CH:12]=3)=[CH:10][N:5]2[N:4]=1)#C.[CH3:42][O-:43].[Na+]>CO.O.ClCCl>[CH3:42][O:43][C:3]1[N:41]=[C:6]2[N:7]=[C:8]([C:17]3[CH:22]=[CH:21][C:20]([CH2:23][N:24]4[CH2:29][CH2:28][CH:27]([C:30]5[N:34]=[C:33]([C:35]6[CH:40]=[CH:39][CH:38]=[CH:37][N:36]=6)[NH:32][N:31]=5)[CH2:26][CH2:25]4)=[CH:19][CH:18]=3)[C:9]([C:11]3[CH:16]=[CH:15][CH:14]=[CH:13][CH:12]=3)=[CH:10][N:5]2[N:4]=1 |f:1.2|. Procedure details: To 110 mg 2-bromo-6-phenyl-5-(4-{[4-(5-pyridin-2-yl-1H-1,2,4-triazol-3-yl)piperidin-1-yl]methyl}phenyl)[1,2,4]triazolo[1,5-a]pyrimidine (prepared as described under example 53) in 5 ml methanol are added 1.11 ml of a sodium methoxide solution (25% in methanol). The reaction mixture is heated to 55° C. for 3.5 hours and diluted with water and dichloromethane. The phases are separated and the water layer is extracted with dichloromethane. The combined organic layers are dried over Na2SO4 and the s... Reactants: C(C1=CC=CC=C1)N=C=S (Benzyl isothiocyanate), [N-]=[N+]=[N-].[Na+] (sodium azide). The product is C(C1=CC=CC=C1)N1N=NN=C1S (1-Benzyl-5-mercaptotetrazole). The yield is 7.0%. As a reaction SMILES: [CH2:1]([N:8]=[C:9]=[S:10])[C:2]1[CH:7]=[CH:6][CH:5]=[CH:4][CH:3]=1.[N-:11]=[N+:12]=[N-:13].[Na+]>>[CH2:1]([N:8]1[C:9]([SH:10])=[N:13][N:12]=[N:11]1)[C:2]1[CH:7]=[CH:6][CH:5]=[CH:4][CH:3]=1 |f:1.2|. Procedure: Benzyl isothiocyanate (0.020 mol) and sodium azide (0.030 mol) were reacted substantially as described in Example 1C above to yield 0.27 g (7%) white needles: mp 141°-142° (chloroform/pet. ether). Starting materials: O1CCN(CC1)CCNC1=C(C=CC=C1F)C1SC(C(N1CCC(C)(C)C)=O)CC(=O)O (2-(2-(2-(2-Morpholinoethylamino)-3-fluorophenyl)-3-(3,3-dimethylbutyl)-4-oxothiazolidin-5-yl)acetic acid), N1CCC(CC1)N1C(NC2=C(CC1)C=CC=C2)=O (3-(piperidin-4-yl)-4,5-dihydro-1H-benzo[d][1,3]diazepin-2(3H)-one), C(CCl)Cl (EDC), C=1C=CC2=C(C1)N=NN2O (HOBt). Solvent: CN(C)C=O (DMF), CCOC(=O)C (EtOAc). Product: O1CCN(CC1)CCNC1=C(C=CC=C1F)C1S[C@H](C(N1CCC(C)(C)C)=O)CC(=O)N1CCC(CC1)N1C(NC2=C(CC1)C=CC=C2)=O (3-(1-(2-((5S)-2-(2-(2-morpholinoethylamino)-3-fluorophenyl)-3-(3,3-dimethylbutyl)-4-oxothiazolidin-5-yl)acetyl)piperidin-4-yl)-4,5-dihydro-1H-benzo[d][1,3]diazepin-2(3H)-one). As a reaction SMILES: [O:1]1[CH2:6][CH2:5][N:4]([CH2:7][CH2:8][NH:9][C:10]2[C:15]([F:16])=[CH:14][CH:13]=[CH:12][C:11]=2[CH:17]2[N:21]([CH2:22][CH2:23][C:24]([CH3:27])([CH3:26])[CH3:25])[C:20](=[O:28])[CH:19]([CH2:29][C:30]([OH:32])=O)[S:18]2)[CH2:3][CH2:2]1.[NH:33]1[CH2:38][CH2:37][CH:36]([N:39]2[CH2:45][CH2:44][C:43]3[CH:46]=[CH:47][CH:48]=[CH:49][C:42]=3[NH:41][C:40]2=[O:50])[CH2:35][CH2:34]1.C(Cl)CCl.C1C=CC2N(O)N=NC=2C=1>CN(C=O)C.CCOC(C)=O>[O:1]1[CH2:2][CH2:3][N:4]([CH2:7][CH2:8][NH:9][C:10]2[C:15]([F:16])=[CH:14][CH:13]=[CH:12][C:11]=2[CH:17]2[N:21]([CH2:22][CH2:23][C:24]([CH3:25])([CH3:27])[CH3:26])[C:20](=[O:28])[C@H:19]([CH2:29][C:30]([N:33]3[CH2:34][CH2:35][CH:36]([N:39]4[CH2:45][CH2:44][C:43]5[CH:46]=[CH:47][CH:48]=[CH:49][C:42]=5[NH:41][C:40]4=[O:50])[CH2:37][CH2:38]3)=[O:32])[S:18]2)[CH2:5][CH2:6]1. Procedure details: 2-(2-(2-(2-Morpholinoethylamino)-3-fluorophenyl)-3-(3,3-dimethylbutyl)-4-oxothiazolidin-5-yl)acetic acid (420.8 mg, 0.9 mmol), 3-(piperidin-4-yl)-4,5-dihydro-1H-benzo[d][1,3]diazepin-2(3H)-one (441 mg, 1.798 mmol), EDC (354 mg, 1.847 mmol), and HOBt (273 mg, 1.783 mmol) were stirred in DMF (5 mL) at RT. The mixture was transferred to a separatory funnel, then diluted with 100 mL EtOAc and washed with a saturated sodium bicarbonate solution. The aqueous layer was extracted 3× with EtOAc. The comb... The reactants are C(C)(C)(C)OC(=O)N1C(C=2N(CC1)C(=NC2)CCC)CCC2=CC=C(C=C2)C(F)(F)F (3-propyl-8-[2-(4-trifluoromethyl-phenyl)-ethyl]-5,6-dihydro-8H-imidazo[1,5-a]pyrazine-7-carboxylic acid tert-butyl ester), C(Cl)Cl.CO (DCM MeOH). The product is C(C)(C)(C)OC(=O)N1C(C=2N(CC1)C(=NC2Cl)CCC)CCC2=CC=C(C=C2)C(F)(F)F (1-chloro-3-propyl-8-[2-(4-trifluoromethyl-phenyl)-ethyl]-5,6-dihydro-8H-imidazo[1,5-a]pyrazine-7-carboxylic acid tert-butyl ester). RXN SMILES: [C:1]([O:5][C:6]([N:8]1[CH2:13][CH2:12][N:11]2[C:14]([CH2:17][CH2:18][CH3:19])=[N:15][CH:16]=[C:10]2[CH:9]1[CH2:20][CH2:21][C:22]1[CH:27]=[CH:26][C:25]([C:28]([F:31])([F:30])[F:29])=[CH:24][CH:23]=1)=[O:7])([CH3:4])([CH3:3])[CH3:2].C(Cl)[Cl:33].CO>>[C:1]([O:5][C:6]([N:8]1[CH2:13][CH2:12][N:11]2[C:14]([CH2:17][CH2:18][CH3:19])=[N:15][C:16]([Cl:33])=[C:10]2[CH:9]1[CH2:20][CH2:21][C:22]1[CH:23]=[CH:24][C:25]([C:28]([F:29])([F:30])[F:31])=[CH:26][CH:27]=1)=[O:7])([CH3:2])([CH3:3])[CH3:4] |f:1.2|. Procedure details: Subsequent chlorination (70° C.; 3h30) of 3-propyl-8-[2-(4-trifluoromethyl-phenyl)-ethyl]-5,6-dihydro-8H-imidazo[1,5-a]pyrazine-7-carboxylic acid tert-butyl ester (2.940 g; 6.720 mmol), and purification by FC (DCM/MeOH=25/1) afforded 1-chloro-3-propyl-8-[2-(4-trifluoromethyl-phenyl)-ethyl]-5,6-dihydro-8H-imidazo[1,5-a]pyrazine-7-carboxylic acid tert-butyl ester as a yellow oil (1.550 g; 49%). LC-MS: tR=1.09 min.; [M+H]+=472.00 g/mol. Reactants: CN(C=O)C (dimethylformamide), [Tl+] (Thallium (I)), CCCCC1C(=O)N(N(C1=O)C=2C=CC=CC2)C=3C=CC=CC3 (phenylbutazone), C1(=CC=C(C=C1)S(=O)(=O)Cl)C (p-Toluenesulfonyl chloride), [Tl+] (Thallium (I)), CCCCC1C(=O)N(N(C1=O)C=2C=CC=CC2)C=3C=CC=CC3 (phenylbutazone). Solvent: CCOCC (ether). Run at time 8 hour. Yields the product C1(=CC=CC=C1)N1N(C(C(=C1OS(=O)(=O)C1=CC=C(C=C1)C)CCCC)=O)C1=CC=CC=C1 (1,2-DIPHENYL-4-BUTYL-5-(4'-METHYLPHENYLSULFONYLOXY)-4-PYRAZOLIN-3-ONE). Yield: 33.0%. As a reaction SMILES: [C:1]1([CH3:11])[CH:6]=[CH:5][C:4]([S:7](Cl)(=[O:9])=[O:8])=[CH:3][CH:2]=1.CN(C)C=O.[Tl+].[CH3:18][CH2:19][CH2:20][CH2:21][CH:22]1[C:27](=[O:28])[N:26]([C:29]2[CH:30]=[CH:31][CH:32]=[CH:33][CH:34]=2)[N:25]([C:35]2[CH:36]=[CH:37][CH:38]=[CH:39][CH:40]=2)[C:23]1=[O:24]>CCOCC>[C:35]1([N:25]2[C:23]([O:24][S:7]([C:4]3[CH:5]=[CH:6][C:1]([CH3:11])=[CH:2][CH:3]=3)(=[O:9])=[O:8])=[C:22]([CH2:21][CH2:20][CH2:19][CH3:18])[C:27](=[O:28])[N:26]2[C:29]2[CH:30]=[CH:31][CH:32]=[CH:33][CH:34]=2)[CH:36]=[CH:37][CH:38]=[CH:39][CH:40]=1. Procedure: Then, p-Toluenesulfonyl chloride (0.95 g, 5.0 mmole) was allowed to react with a dimethylformamide (20 ml) suspension of the Thallium (I) salt of phenylbutazone. Within a few minutes the solvent became pink and a yellow solid, instead of the white Thallium (I) salt of phenylbutazone, was observed suspended in the pink solution. The suspension was stirred overnight in a tightly sealed flask, then it was diluted with 100 ml of ether and filtered. The filtrate was concentrated in vacuo to remove th...